describe an organic reaction: reactants, conditions, products, and yield From a dataset of the Open Reaction Database (ORD), a public repository of structured organic reaction records. The reactants are COCN(Cc1ccccc1)C[Si](C)(C)C, CCOC(C)=O, C=Cc1ccc([N+](=O)[O-])c(OC)c1, ClCCl, O=C(O)C(F)(F)F. The product is COc1cc(C2CCN(Cc3ccccc3)C2)ccc1[N+](=O)[O-]. As a reaction SMILES: [CH2:21]([c:22]1[cH:23][cH:24][cH:25][cH:26][cH:27]1)[N:28]([CH2:29][Si:32]([CH3:33])([CH3:35])[CH3:36])[CH2:34][O:30][CH3:31].[CH2:40]([O:41][C:42](=[O:43])[CH3:44])[CH3:45].[CH3:1][O:2][c:3]1[c:4]([N+:11](=[O:12])[O-:13])[cH:5][cH:6][c:7]([CH:9]=[CH2:10])[cH:8]1.[Cl:37][CH2:38][Cl:39].[F:14][C:15]([F:16])([F:17])[C:18]([OH:19])=[O:20]>>[CH3:1][O:2][c:3]1[c:4]([N+:11](=[O:12])[O-:13])[cH:5][cH:6][c:7]([CH:9]2[CH2:10][CH2:29][N:28]([CH2:21][c:22]3[cH:23][cH:24][cH:25][cH:26][cH:27]3)[CH2:34]2)[cH:8]1. Reactants: O[C@@H](C)[C@@H](CCC1=C(C=CC=C1)O)N1C=NC(=C1)C(=O)N (1-[(2S,3R)-2-hydroxy-5-(2-hydroxyphenyl)-3-pentyl]imidazole-4-carboxamide), S(=O)(=O)(OCC(F)(F)F)C1=CC=C(C)C=C1 (2,2,2-trifluoroethyl tosylate), C([O-])([O-])=O.[K+].[K+] (potassium carbonate). Solvent: CN(C=O)C (N,N-dimethylformamide), C(C)OC(C)=O (ethylacetate). Reaction conditions: temperature 130 celsius, time 13 hour. Product: O[C@@H](C)[C@@H](CCC1=C(C=CC=C1)OCC(F)(F)F)N1C=NC(=C1)C(=O)N (1-{(2S,3R)-2-hydroxy-5-[2-(2,2,2-trifluoroethoxy)phenyl]-3-pentyl}imidazole-4-carboxamide). Yield: 54.5%. Reaction SMILES: [OH:1][C@H:2]([C@H:4]([N:14]1[CH:18]=[C:17]([C:19]([NH2:21])=[O:20])[N:16]=[CH:15]1)[CH2:5][CH2:6][C:7]1[CH:12]=[CH:11][CH:10]=[CH:9][C:8]=1[OH:13])[CH3:3].S(C1C=CC(C)=CC=1)(O[CH2:26][C:27]([F:30])([F:29])[F:28])(=O)=O.C(=O)([O-])[O-].[K+].[K+]>CN(C)C=O.C(OC(=O)C)C>[OH:1][C@H:2]([C@H:4]([N:14]1[CH:18]=[C:17]([C:19]([NH2:21])=[O:20])[N:16]=[CH:15]1)[CH2:5][CH2:6][C:7]1[CH:12]=[CH:11][CH:10]=[CH:9][C:8]=1[O:13][CH2:26][C:27]([F:30])([F:29])[F:28])[CH3:3] |f:2.3.4|. Procedure: A mixture of 1-[(2S,3R)-2-hydroxy-5-(2-hydroxyphenyl)-3-pentyl]imidazole-4-carboxamide (10 mg), 2,2,2-trifluoroethyl tosylate (27.4 mg) and potassium carbonate (14.9 mg) in N,N-dimethylformamide (1 ml) was stirred at 130° C. for 13 hours. The mixture was taken up in ethylacetate, washed three times with water, dried, and evaporated. The residue was purified by column chromatography on silica gel, eluting with a mixture of dichloromethane and methanol (10:1) to give a pale brown powder of 1-{(2S,... Reported procedure: The procedure similar to that described in Example 40 was repeated, except that 354.0 mg (1.0 mmol) of 1,2,3,4-tetrahydro-1,6-dimethyl-2,4-dioxo-3-(4-piperidinyl)-quinazoline hydrobromide (Compound v) obtained in Example 41 was used, 4-methanesulfonyl-6,7-dimethoxy-1,2,3-benzotriazine was used in place of 4-chloro-6,7-dimethoxyquinazoline, DMSO was used as a reaction solvent in place of methanol, and the reaction was conducted at room temperature. As a result, 307.6 mg (yield: 67%) of Compound 7... Isolated yield 67.0%. Starting materials: Br.CN1C(N(C(C2=CC(=CC=C12)C)=O)C1CCNCC1)=O (1,2,3,4-tetrahydro-1,6-dimethyl-2,4-dioxo-3-(4-piperidinyl)quinazoline hydrobromide), CS(=O)C (DMSO), Br.CN1C(N(C(C2=CC(=CC=C12)C)=O)C1CCNCC1)=O (1,2,3,4-tetrahydro-1,6-dimethyl-2,4-dioxo-3-(4-piperidinyl)quinazoline hydrobromide), CS(=O)(=O)C1=NN=NC2=C1C=C(C(=C2)OC)OC (4-methanesulfonyl-6,7-dimethoxy-1,2,3-benzotriazine). As a reaction SMILES: Br.[CH3:2][N:3]1[C:12]2[C:7](=[CH:8][C:9]([CH3:13])=[CH:10][CH:11]=2)[C:6](=[O:14])[N:5]([CH:15]2[CH2:20][CH2:19][NH:18][CH2:17][CH2:16]2)[C:4]1=[O:21].CS([C:26]1[C:31]2[CH:32]=[C:33]([O:38][CH3:39])[C:34]([O:36][CH3:37])=[CH:35][C:30]=2[N:29]=[N:28][N:27]=1)(=O)=O.CS(C)=O>CO>[CH3:39][O:38][C:33]1[C:34]([O:36][CH3:37])=[CH:35][C:30]2[N:29]=[N:28][N:27]=[C:26]([N:18]3[CH2:19][CH2:20][CH:15]([N:5]4[C:6](=[O:14])[C:7]5[C:12](=[CH:11][CH:10]=[C:9]([CH3:13])[CH:8]=5)[N:3]([CH3:2])[C:4]4=[O:21])[CH2:16][CH2:17]3)[C:31]=2[CH:32]=1 |f:0.1|. Solvent: CO (methanol). The product is COC=1C(=CC2=C(C(=NN=N2)N2CCC(CC2)N2C(N(C3=CC=C(C=C3C2=O)C)C)=O)C1)OC (3-[1-(6,7-Dimethoxy-1,2,3-benzotriazin-4-yl)-4-piperidinyl]-1,2,3,4-tetrahydro-1, 6-dimethyl-2,4-dioxo-quinazoline). Reactants: COC(=O)C=1C(C(=C(NC1C)COCC=NO)C(=O)OCC)C1=C(C=CC=C1)Cl (4-(2-chlorophenyl)-2-(2-hydroxyimino-ethoxymethyl)-1,4-dihydro-6-methyl-3,5-pyridinedicarboxylic acid 3-ethyl 5-methyl ester), C(=O)[O-].[NH4+] (ammonium formate). Reagents/catalysts: [OH-].[OH-].[Pd+2] (palladium hydroxide on carbon). Run in CO (methanol). Yields the product COC(=O)C=1C(C(=C(NC1C)COCCN)C(=O)OCC)C1=C(C=CC=C1)Cl (2-[(2-Aminoethoxy)methyl]-4-(2-chlorophenyl)-1,4-dihydro-6-methyl-3,5-pyridinedicarboxylic acid 3-ethyl 5-methylester). Isolated yield 60.7%. RXN SMILES: [CH3:1][O:2][C:3]([C:5]1[CH:6]([C:23]2[CH:28]=[CH:27][CH:26]=[CH:25][C:24]=2[Cl:29])[C:7]([C:18]([O:20][CH2:21][CH3:22])=[O:19])=[C:8]([CH2:12][O:13][CH2:14][CH:15]=[N:16]O)[NH:9][C:10]=1[CH3:11])=[O:4].C([O-])=O.[NH4+]>CO.[OH-].[OH-].[Pd+2]>[CH3:1][O:2][C:3]([C:5]1[CH:6]([C:23]2[CH:28]=[CH:27][CH:26]=[CH:25][C:24]=2[Cl:29])[C:7]([C:18]([O:20][CH2:21][CH3:22])=[O:19])=[C:8]([CH2:12][O:13][CH2:14][CH2:15][NH2:16])[NH:9][C:10]=1[CH3:11])=[O:4] |f:1.2,4.5.6|. Reported procedure: A mixture of 4-(2-chlorophenyl)-2-(2-hydroxyimino-ethoxymethyl)-1,4-dihydro-6-methyl-3,5-pyridinedicarboxylic acid 3-ethyl 5-methyl ester (IBa, 150 mg), palladium hydroxide on carbon (10 mg) and ammonium formate (224 mg) in methanol (10 mL) was refluxed for 5 h under a nitrogen atmosphere. On cooling to room temperature, the mixture was filtered through a pad of celite. The filtrate was concentrated in vacuo. Purification of the residue by flash chromatography on silica gel (grade 9385, Merck, 2... Starting materials: [Li+].CC(C)[N-]C(C)C (LDA), CC(CC1(C(N(CC1)CCC1=CC=CC=C1)=O)CC(=O)OC(C)(C)C)C (tert-Butyl 3-(2-Methylpropyl)-2-oxo-1-(2-phenylethyl)-3-pyrrolidineacetate), C(C=C)Br (allyl bromide). Run in C1CCOC1 (THF). Reaction conditions: temperature -78 celsius, time 45 minute. Yields the product CC(CC1(C(N(CC1)CCC1=CC=CC=C1)=O)C(C(=O)OC(C)(C)C)C(=C)C)C (tert-Butyl 3-(2-Methylpropyl)-2-oxo-1-(2-phenylethyl)-α-(propen-2-yl)-3-pyrrolidineacetate). Isolated yield 85.9%. Reaction SMILES: [Li+].[CH3:2][CH:3]([N-]C(C)C)[CH3:4].[CH3:9][CH:10]([CH3:34])[CH2:11][C:12]1([CH2:26][C:27]([O:29][C:30]([CH3:33])([CH3:32])[CH3:31])=[O:28])[CH2:16][CH2:15][N:14]([CH2:17][CH2:18][C:19]2[CH:24]=[CH:23][CH:22]=[CH:21][CH:20]=2)[C:13]1=[O:25].C(Br)C=C>C1COCC1>[CH3:9][CH:10]([CH3:34])[CH2:11][C:12]1([CH:26]([C:3]([CH3:4])=[CH2:2])[C:27]([O:29][C:30]([CH3:32])([CH3:31])[CH3:33])=[O:28])[CH2:16][CH2:15][N:14]([CH2:17][CH2:18][C:19]2[CH:20]=[CH:21][CH:22]=[CH:23][CH:24]=2)[C:13]1=[O:25] |f:0.1|. Procedure: LDA (2.0M, 7.7 mL, 16 mmol) is added to a solution of tert-butyl 3-(2-methylpropyl)-2-oxo-1-(2-phenylethyl)-3-pyrrolidineacetate (EXAMPLE 1, step 3; 4.62 g, 12.9 mmol) and THF (45 mL) at -78° C. The solution is stirred at -78° C. for 45 minutes and allyl bromide (1.3 mL, 16 mmol) is added. The solution is allowed to warm to 0° C. over 2 hours, and is allowed to stir overnight at room temperature. After quenching with saturated aqueous ammonium chloride, aqueous workup (EtOAc, MgSO4) and purifica... The reactants are Cl (HCl), O1CCOCC1 (dioxane), C(C)(C)(C)OC(=O)N1[C@@H](C[C@@H](C1)CNC(C1=CC=CC=C1)=O)C(=O)N1CSCC1 ((2S, 4R)-4-(benzoylamino-methyl)-2-(thiazolidine-3-carbonyl)-pyrrolidine-1-carboxylic acid tert-butyl ester), [H-].[Na+] (sodium hydride), CI (methyl iodide). Solvent: ClCCl (dichloromethane), CN(C)C=O (DMF). Reaction conditions: time 15 minute. Product: CN(C(C1=CC=CC=C1)=O)C[C@@H]1CN[C@@H](C1)C(=O)N1CSCC1 ((3S, 5S)-N-Methyl-N-[5-(thiazolidine-3-carbonyl)-pyrrolidin-3-ylmethyl]-benzamide). RXN SMILES: C(OC([N:8]1[CH2:12][C@@H:11]([CH2:13][NH:14][C:15](=[O:22])[C:16]2[CH:21]=[CH:20][CH:19]=[CH:18][CH:17]=2)[CH2:10][C@H:9]1[C:23]([N:25]1[CH2:29][CH2:28][S:27][CH2:26]1)=[O:24])=O)(C)(C)C.[H-].[Na+].CI.Cl.O1CCOC[CH2:36]1>CN(C=O)C.ClCCl>[CH3:36][N:14]([CH2:13][C@H:11]1[CH2:10][C@@H:9]([C:23]([N:25]2[CH2:29][CH2:28][S:27][CH2:26]2)=[O:24])[NH:8][CH2:12]1)[C:15](=[O:22])[C:16]1[CH:17]=[CH:18][CH:19]=[CH:20][CH:21]=1 |f:1.2|. Procedure details: To a solution of (2S, 4R)-4-(benzoylamino-methyl)-2-(thiazolidine-3-carbonyl)-pyrrolidine-1-carboxylic acid tert-butyl ester (180 mg, 0.43 mmol) in anhydrous DMF (8 mL) was added sodium hydride (13 mg, 0.56 mmol) under nitrogen. The mixture stirred for 15 minutes followed by the addition of methyl iodide (0.04 mL, 0.64 mmol). The mixture was allowed to stir for 2 hours at room temperature, concentrated under reduced pressure, and the residue was partitioned between ethyl acetate (10 mL) and H2O ... The reactants are O=C(O)c1cccc(OCc2ccc(Cl)cc2)c1, Nc1ccccc1S(N)(=O)=O, O=S(Cl)Cl, c1ccccc1. Product: NS(=O)(=O)c1ccccc1NC(=O)c1cccc(OCc2ccc(Cl)cc2)c1. Reaction SMILES: [Cl:1][c:2]1[cH:3][cH:4][c:5]([CH2:6][O:7][c:8]2[cH:9][c:10]([C:11](=[O:12])[OH:13])[cH:14][cH:15][cH:16]2)[cH:17][cH:18]1.[NH2:23][c:24]1[c:25]([S:30](=[O:31])(=[O:32])[NH2:33])[cH:26][cH:27][cH:28][cH:29]1.[S:19]([Cl:20])([Cl:21])=[O:22].[cH:34]1[cH:35][cH:36][cH:37][cH:38][cH:39]1>>[Cl:1][c:2]1[cH:3][cH:4][c:5]([CH2:6][O:7][c:8]2[cH:9][c:10]([C:11](=[O:13])[NH:23][c:24]3[c:25]([S:30](=[O:31])(=[O:32])[NH2:33])[cH:26][cH:27][cH:28][cH:29]3)[cH:14][cH:15][cH:16]2)[cH:17][cH:18]1. The reactants are OC=1C=C(C=CC1)C12OCC(CC1)(CC2)CCOCC(=O)OC(C)(C)C (tert-butyl 2-(2-(1-(3-hydroxyphenyl)-2-oxabicyclo[2.2.2]octan-4-yl)ethoxy)acetate), O1C(CCCC1)OC=1C=C(C=CC1)C12OCC(CC1)(CC2)CCOCC(=O)OC(C)(C)C (tert-butyl 2-(2-(1-(3-(tetrahydro-2H-pyran-2-yloxy)phenyl)-2-oxabicyclo[2.2.2]octan-4-yl)ethoxy)acetate), O1C(CCCC1)OC=1C=C(C=CC1)C12OCC(CC1)(CC2)CC/C=C/C(=O)OC ((E)-methyl 5-(1-(3-(tetrahydro-2H-pyran-2-yloxy)phenyl)-2-oxabicyclo[2.2.2]octan-4-yl)pent-2-enoate). Product: OC=1C=C(C=CC1)C12OCC(CC1)(CC2)CC/C=C/C(=O)OC ((E)-Methyl 5-(1-(3-hydroxyphenyl)-2-oxabicyclo[2.2.2]octan-4-yl)pent-2-enoate). RXN SMILES: OC1C=C(C23CCC(CCOCC(OC(C)(C)C)=O)(CC2)CO3)C=CC=1.O1CCCCC1OC1C=C(C23CCC(CCOCC(OC(C)(C)C)=O)(CC2)CO3)C=CC=1.O1CCCCC1[O:65][C:66]1[CH:67]=[C:68]([C:72]23[CH2:79][CH2:78][C:75]([CH2:80][CH2:81]/[CH:82]=[CH:83]/[C:84]([O:86][CH3:87])=[O:85])([CH2:76][CH2:77]2)[CH2:74][O:73]3)[CH:69]=[CH:70][CH:71]=1>>[OH:65][C:66]1[CH:67]=[C:68]([C:72]23[CH2:77][CH2:76][C:75]([CH2:80][CH2:81]/[CH:82]=[CH:83]/[C:84]([O:86][CH3:87])=[O:85])([CH2:78][CH2:79]2)[CH2:74][O:73]3)[CH:69]=[CH:70][CH:71]=1. Procedure details: (E)-Methyl 5-(1-(3-hydroxyphenyl)-2-oxabicyclo[2.2.2]octan-4-yl)pent-2-enoate was prepared using a procedure analogous to tert-butyl 2-(2-(1-(3-hydroxyphenyl)-2-oxabicyclo[2.2.2]octan-4-yl)ethoxy)acetate except that tert-butyl 2-(2-(1-(3-(tetrahydro-2H-pyran-2-yloxy)phenyl)-2-oxabicyclo[2.2.2]octan-4-yl)ethoxy)acetate was replaced with (E)-methyl 5-(1-(3-(tetrahydro-2H-pyran-2-yloxy)phenyl)-2-oxabicyclo[2.2.2]octan-4-yl)pent-2-enoate. The title compound was obtained (210 mg, 0.66 mmol, 89% yield... Starting materials: ClCCC(=O)Cl (3-Chloropropionyl chloride), FC1=CC=C(C=C1)O (4-fluorophenol). Reagents/catalysts: C(C)N(CC)CC (triethylamine). Reaction conditions: temperature 60 celsius. Yields the product C1=CC(=CC=C1OC(=O)CCCl)F (4'-fluorophenyl-3-chloropropionate). The yield is 97.8%. As a reaction SMILES: [Cl:1][CH2:2][CH2:3][C:4](Cl)=[O:5].[F:7][C:8]1[CH:13]=[CH:12][C:11]([OH:14])=[CH:10][CH:9]=1>C(N(CC)CC)C>[CH:10]1[C:11]([O:14][C:4]([CH2:3][CH2:2][Cl:1])=[O:5])=[CH:12][CH:13]=[C:8]([F:7])[CH:9]=1. Procedure: 3-Chloropropionyl chloride (391.5 g) and 3 drops of triethylamine is added to 4-fluorophenol (308.3 g) under stirring at 60° C. After heating to 100° C. for 1.5 hrs, distillation gives 544.7 g of (I) boiling at 126°-130° C. 10 mm Hg.